describe an organic reaction: reactants, conditions, products, and yield From a dataset of the Open Reaction Database (ORD), a public repository of structured organic reaction records. Starting materials: Cc1ccccc1, O=C(N1CCc2ccc(Cl)c(OS(=O)(=O)C(F)(F)F)c2CC1)C(F)(F)F, NC1CCc2ccccc21. Yields the product O=C(N1CCc2ccc(Cl)c(NC3CCc4ccccc43)c2CC1)C(F)(F)F. As a reaction SMILES: [CH3:37][c:38]1[cH:39][cH:40][cH:41][cH:42][cH:43]1.[Cl:1][c:2]1[c:3]([O:19][S:20]([C:21]([F:22])([F:23])[F:24])(=[O:25])=[O:26])[c:4]2[c:5]([cH:17][cH:18]1)[CH2:6][CH2:7][N:8]([C:11]([C:12]([F:13])([F:14])[F:15])=[O:16])[CH2:9][CH2:10]2.[NH2:27][CH:28]1[CH2:29][CH2:30][c:31]2[cH:32][cH:33][cH:34][cH:35][c:36]21>>[Cl:1][c:2]1[c:3]([NH:27][CH:28]2[CH2:29][CH2:30][c:31]3[cH:32][cH:33][cH:34][cH:35][c:36]32)[c:4]2[c:5]([cH:17][cH:18]1)[CH2:6][CH2:7][N:8]([C:11]([C:12]([F:13])([F:14])[F:15])=[O:16])[CH2:9][CH2:10]2. The reactants are COC1=CC=C(C=C1)C=1N=C(SC1CC1=CC=C(C=C1)[N+](=O)[O-])N (4-(4-methoxy-phenyl)-5-(4-nitro-benzyl)-thiazol-2-ylamine), C(#N)C1=CC=C(C(=O)Cl)C=C1 (p-cyanobenzoyl chloride). Product: C(#N)C1=CC=C(C(=O)NC=2SC(=C(N2)C2=CC=C(C=C2)OC)CC2=CC=C(C=C2)[N+](=O)[O-])C=C1 (4-cyano-N-[4-(4-methoxy-phenyl)-5-(4-nitro-benzyl)-thiazol-2-yl]-benzamide). The yield is 26.8%. Reaction SMILES: [CH3:1][O:2][C:3]1[CH:8]=[CH:7][C:6]([C:9]2[N:10]=[C:11]([NH2:24])[S:12][C:13]=2[CH2:14][C:15]2[CH:20]=[CH:19][C:18]([N+:21]([O-:23])=[O:22])=[CH:17][CH:16]=2)=[CH:5][CH:4]=1.[C:25]([C:27]1[CH:35]=[CH:34][C:30]([C:31](Cl)=[O:32])=[CH:29][CH:28]=1)#[N:26]>>[C:25]([C:27]1[CH:35]=[CH:34][C:30]([C:31]([NH:24][C:11]2[S:12][C:13]([CH2:14][C:15]3[CH:20]=[CH:19][C:18]([N+:21]([O-:23])=[O:22])=[CH:17][CH:16]=3)=[C:9]([C:6]3[CH:7]=[CH:8][C:3]([O:2][CH3:1])=[CH:4][CH:5]=3)[N:10]=2)=[O:32])=[CH:29][CH:28]=1)#[N:26]. Procedure details: A procedure similar to that in Example 4 was used. 4-(4-methoxy-phenyl)-5-(4-nitro-benzyl)-thiazol-2-ylamine prepared in Example 6 and p-cyanobenzoyl chloride prepared in the step 1 of Example 13 were used as starting materials, allowed to react at room temperature overnight, followed by post-treatment to obtain a crude product, which was purified by a silica gel column chromatography eluted with a gradient of dichloromethane and ethyl acetate (20:1-10:1) to obtain a product as a yellow solid in... Reactants: BrC(=NO)Br (dibromoformaldoxime), ClC1=CC=C(C(=O)Cl)C=C1 (4-chlorobenzoyl chloride), N1=CC=CC=C1 (pyridine). Solvent: C(Cl)Cl (methylene chloride). Product: ClC1=CC=C(C(=O)ON=C(Br)Br)C=C1 (4-chlorobenzoyldibromoformaldoxime). Isolated yield 0.1%. As a reaction SMILES: [Br:1][C:2]([Br:5])=[N:3][OH:4].[Cl:6][C:7]1[CH:15]=[CH:14][C:10]([C:11](Cl)=[O:12])=[CH:9][CH:8]=1.N1C=CC=CC=1>C(Cl)Cl>[Cl:6][C:7]1[CH:15]=[CH:14][C:10]([C:11]([O:4][N:3]=[C:2]([Br:5])[Br:1])=[O:12])=[CH:9][CH:8]=1. Procedure: A mixture of 3 g (14.78 mole) of dibromoformaldoxime and 2.71 g (15.5 mole) of 4-chlorobenzoyl chloride in methylene chloride (40 ml) is treated with dry pyridine (1.26 g, 16 mole) After workup as in Step B of Example 1 there is obtained 4.4 g (80% theory) of 4-chlorobenzoyldibromoformaldoxime, m.p.=93°-97° C. Reactants: C=CCBr, [K+], [K+], O=C([O-])[O-], CN(C)C=O, CCC(=O)c1ccc(O)cc1. Product: C=CCOc1ccc(C(=O)CC)cc1. Reaction SMILES: [CH2:18]([CH:19]=[CH2:20])[Br:21].[K+:12].[K+:13].[O-:14][C:15]([O-:16])=[O:17].[O:22]=[CH:23][N:24]([CH3:25])[CH3:26].[OH:1][c:2]1[cH:3][cH:4][c:5]([C:8]([CH2:9][CH3:10])=[O:11])[cH:6][cH:7]1>>[O:1]([c:2]1[cH:3][cH:4][c:5]([C:8]([CH2:9][CH3:10])=[O:11])[cH:6][cH:7]1)[CH2:20][CH:19]=[CH2:18]. Reactants: COC(=O)C(CCSC)NC(=O)c1ccc(C(=O)O)cc1-c1ccccc1, CCN=C=NCCCN(C)C, CCOC(C)=O, Cl, Nc1ccccn1, CN(C)C=O, O=c1c2ccccc2nnn1O. Product: COC(=O)C(CCSC)NC(=O)c1ccc(C(=O)Nc2ccccn2)cc1-c1ccccc1. RXN SMILES: [CH3:1][O:2][C:3]([CH:4]([NH:5][C:6]([c:7]1[c:8](-[c:16]2[cH:17][cH:18][cH:19][cH:20][cH:21]2)[cH:9][c:10]([C:13](=[O:14])[OH:15])[cH:11][cH:12]1)=[O:22])[CH2:23][CH2:24][S:25][CH3:26])=[O:27].[CH3:48][N:49]([CH3:50])[CH2:51][CH2:52][CH2:53][N:54]=[C:55]=[N:56][CH2:57][CH3:58].[CH3:64][CH2:65][O:66][C:67](=[O:68])[CH3:69].[ClH:47].[NH2:40][c:41]1[n:42][cH:43][cH:44][cH:45][cH:46]1.[O:59]=[CH:60][N:61]([CH3:62])[CH3:63].[OH:28][n:29]1[c:30](=[O:31])[c:32]2[cH:33][cH:34][cH:35][cH:36][c:37]2[n:38][n:39]1>>[CH3:1][O:2][C:3]([CH:4]([NH:5][C:6]([c:7]1[c:8](-[c:16]2[cH:17][cH:18][cH:19][cH:20][cH:21]2)[cH:9][c:10]([C:13](=[O:14])[NH:40][c:41]2[n:42][cH:43][cH:44][cH:45][cH:46]2)[cH:11][cH:12]1)=[O:22])[CH2:23][CH2:24][S:25][CH3:26])=[O:27]. Starting materials: C1(=CC=CC=C1)C1=CC=2N=CC=3C=CC=CC3C2N=N1 (3-Phenyl-pyridazino-[4,3-c]isoquinoline), N1CCCC1 (Pyrrolidine). The solvent is C(OC)COC (dimethoxyethane). Conditions: time 2 hour. The product is C1(=CC=CC=C1)C1=CC=2N=C(C=3C=CC=CC3C2N=N1)N1CCCC1 (3-phenyl-6-(1-pyrrolidinyl)pyridazino[4,3-c]isoquinoline). Yield: 93.4%. Reaction SMILES: [C:1]1([C:7]2[N:20]=[N:19][C:18]3[C:17]4[CH:16]=[CH:15][CH:14]=[CH:13][C:12]=4[CH:11]=[N:10][C:9]=3[CH:8]=2)[CH:6]=[CH:5][CH:4]=[CH:3][CH:2]=1.[NH:21]1[CH2:25][CH2:24][CH2:23][CH2:22]1>C(COC)OC>[C:1]1([C:7]2[N:20]=[N:19][C:18]3[C:17]4[CH:16]=[CH:15][CH:14]=[CH:13][C:12]=4[C:11]([N:21]4[CH2:25][CH2:24][CH2:23][CH2:22]4)=[N:10][C:9]=3[CH:8]=2)[CH:2]=[CH:3][CH:4]=[CH:5][CH:6]=1. Procedure details: 3-Phenyl-pyridazino-[4,3-c]isoquinoline (5.83 g, 0.02 mol) and dimethoxyethane (100 ml) are heated to reflux temperature with stirring in a 250 ml flask. Pyrrolidine (3.1 g, 0.044 mol) is added to the obtained solution and heating is continued for further 2 hours. When the reaction is completed, the reaction mixture is concentrated to dryness under reduced pressure and the residue is taken up with water (200 ml), a solid is recovered by filtrating the obtained suspension which is dried yielding ...